This data is from the Open Reaction Database (ORD), a public repository of structured organic reaction records. The task is: describe an organic reaction: reactants, conditions, products, and yield The reactants are OS(=O)(=O)[O-].[K+] (KHSO4), C(C)OC(C(CNC=1SC=C(N1)C1=CC=CC=C1)CC1=CC=CC=C1)=O (2-Benzyl-3-(4-phenyl-thiazol-2-ylamino)-propionic ethyl ester), [OH-].[K+] (KOH), solution. The solvent is CCO (EtOH), O (water). Run at time 5 hour. Yields the product C(C1=CC=CC=C1)C(C(=O)O)CNC=1SC=C(N1)C1=CC=CC=C1 (2-Benzyl-3-(4-phenyl-thiazol-2-ylamino)-propionic acid). As a reaction SMILES: C([O:3][C:4](=[O:26])[CH:5]([CH2:19][C:20]1[CH:25]=[CH:24][CH:23]=[CH:22][CH:21]=1)[CH2:6][NH:7][C:8]1[S:9][CH:10]=[C:11]([C:13]2[CH:18]=[CH:17][CH:16]=[CH:15][CH:14]=2)[N:12]=1)C.[OH-].[K+].OS([O-])(=O)=O.[K+]>CCO.O>[CH2:19]([CH:5]([CH2:6][NH:7][C:8]1[S:9][CH:10]=[C:11]([C:13]2[CH:18]=[CH:17][CH:16]=[CH:15][CH:14]=2)[N:12]=1)[C:4]([OH:26])=[O:3])[C:20]1[CH:25]=[CH:24][CH:23]=[CH:22][CH:21]=1 |f:1.2,3.4|. Procedure details: To a solution of 2-Benzyl-3-(4-phenyl-thiazol-2-ylamino)-propionic ethyl ester (22r) (0.028 mmol, 10 mg) in EtOH (2 mL) and water (200 μL) is added KOH 1N solution (224 μL, 8 eq.). After 5 hours, the solution is neutralized with KHSO4 1N solution and lyophilized before purification. The reactants are Cc1cc(Br)ccn1, ClCCl, O=C(OO)c1cccc(Cl)c1. Product: Cc1cc(Br)cc[n+]1[O-]. As a reaction SMILES: [Br:1][c:2]1[cH:3][c:4]([CH3:8])[n:5][cH:6][cH:7]1.[Cl:20][CH2:21][Cl:22].[OH:9][O:10][C:11]([c:12]1[cH:13][c:14]([Cl:15])[cH:16][cH:17][cH:18]1)=[O:19]>>[Br:1][c:2]1[cH:3][c:4]([CH3:8])[n+:5]([O-:9])[cH:6][cH:7]1. The reactants are BrC1=CC=C(C=C1)[C@H](C)N1C(O[C@](CC1)(C1=CC=CC=C1)CC(C)(C)O)=O ((S)-3-((S)-1-(4-bromophenyl)ethyl)-6-(2-hydroxy-2-methylpropyl)-6-phenyl-1,3-oxazinan-2-one), ClC=1N=NC(=CC1)C (3-chloro-6-methylpyridazine). Product: OC(C[C@@]1(CCN(C(O1)=O)[C@@H](C)C1=CC=C(C=C1)C=1N=NC(=CC1)C)C1=CC=CC=C1)(C)C ((S)-6-(2-hydroxy-2-methylpropyl)-3-((S)-1-(4-(6-methylpyridazin-3-yl)phenyl)ethyl)-6-phenyl-1,3-oxazinan-2-one). Reaction SMILES: Br[C:2]1[CH:7]=[CH:6][C:5]([C@@H:8]([N:10]2[CH2:15][CH2:14][C@:13]([CH2:22][C:23]([OH:26])([CH3:25])[CH3:24])([C:16]3[CH:21]=[CH:20][CH:19]=[CH:18][CH:17]=3)[O:12][C:11]2=[O:27])[CH3:9])=[CH:4][CH:3]=1.Cl[C:29]1[N:30]=[N:31][C:32]([CH3:35])=[CH:33][CH:34]=1>>[OH:26][C:23]([CH3:25])([CH3:24])[CH2:22][C@@:13]1([C:16]2[CH:21]=[CH:20][CH:19]=[CH:18][CH:17]=2)[O:12][C:11](=[O:27])[N:10]([C@H:8]([C:5]2[CH:6]=[CH:7][C:2]([C:29]3[N:30]=[N:31][C:32]([CH3:35])=[CH:33][CH:34]=3)=[CH:3][CH:4]=2)[CH3:9])[CH2:15][CH2:14]1. Procedure: The title compound was prepared from (S)-3-((S)-1-(4-bromophenyl)ethyl)-6-(2-hydroxy-2-methylpropyl)-6-phenyl-1,3-oxazinan-2-one following procedures analogous to those described in Example 313 Steps 3 and 4 using 3-chloro-6-methylpyridazine in Step 4. LC-MS Method 2 tR=1.118, m/z=446; 1H NMR (CD3OD) 0.96 (s, 3H), 1.26 (s, 3H), 1.58 (d, 3H), 2.17 (s, 2H), 2.26 (m, 1H), 2.50 (m, 2H), 2.69 (s, 3H), 3.08 (m, 1H), 5.59 (m, 1H), 7.11 (m, 2H), 7.25-7.40 (5H), 7.63 (m, 1H), 7.82 (m, 2H), 7.98 (d, 1H). Reactants: C(#C)[C@]12[C@H](CC[C@H]2[C@H]2[C@H](CC1)[C@]1(CC[C@@H](CC1=CC2)O)C)O (13-ethinyl-10-methyl-gon-5-ene-3β,17β-diol), [Al] (aluminium), C1(CCCCC1)=O (cyclohexanone). Run in C1(=CC=CC=C1)C (toluene), C(C)(=O)OCC (ethyl acetate). Conditions: time 60 minute. The product is C(#C)[C@]12[C@H](CC[C@H]2[C@H]2[C@H](CC1)[C@]1(CCC(C=C1CC2)=O)C)O (13-ethinyl-17β-hydroxy-10-methyl-gon-4-en-3-one). Reaction SMILES: [C:1]([C@:3]12[CH2:11][CH2:10][C@@H:9]3[C@:12]4([CH3:21])[C:17](=[CH:18][CH2:19][C@H:8]3[C@@H:7]1[CH2:6][CH2:5][C@@H:4]2[OH:22])[CH2:16][C@@H:15]([OH:20])[CH2:14][CH2:13]4)#[CH:2].[Al].C1(=O)CCCCC1>C1(C)C=CC=CC=1.C(OCC)(=O)C>[C:1]([C@:3]12[CH2:11][CH2:10][C@@H:9]3[C@:12]4([CH3:21])[C:17]([CH2:18][CH2:19][C@H:8]3[C@@H:7]1[CH2:6][CH2:5][C@@H:4]2[OH:22])=[CH:16][C:15](=[O:20])[CH2:14][CH2:13]4)#[CH:2]. Procedure: A solution of 900 mg of the crude 13-ethinyl-10-methyl-gon-5-ene-3β,17β-diol, obtained according to Example 2E, and 540 mg of aluminium isopropylate in 135 ml of toluene and 5.4 ml of cyclohexanone is boiled under reflux, under a water separator, for 60 minutes. After cooling, the reaction mixture is diluted with ethyl acetate, washed with potassium sodium tartrate solution, water and saturated sodium chloride solution, dried and evaporated. The oily residue is chromatographed on 80 g of silica ... Reactants: CC=1C=C2C(C(N(C2=CC1)CCCC#C)=O)=O (5-methyl-1-(pent-4-yn-1-yl)indoline-2,3-dione), N1C=C(C2=CC=CC=C12)C(C)=O (1-(1H-indol-3-yl)ethanone), CNC (dimethyl amine). Yields the product N1C=C(C2=CC=CC=C12)C(CC1(C(N(C2=CC=C(C=C12)C)CCCC#C)=O)O)=O (3-(2-(1H-indol-3-yl)-2-oxoethyl)-3-hydroxy-5-methyl-1-(pent-4-yn-1-yl)indolin-2-one). As a reaction SMILES: [CH3:1][C:2]1[CH:3]=[C:4]2[C:8](=[CH:9][CH:10]=1)[N:7]([CH2:11][CH2:12][CH2:13][C:14]#[CH:15])[C:6](=[O:16])[C:5]2=[O:17].[NH:18]1[C:26]2[C:21](=[CH:22][CH:23]=[CH:24][CH:25]=2)[C:20]([C:27](=[O:29])[CH3:28])=[CH:19]1.CNC>CO>[NH:18]1[C:26]2[C:21](=[CH:22][CH:23]=[CH:24][CH:25]=2)[C:20]([C:27](=[O:29])[CH2:28][C:5]2([OH:17])[C:4]3[C:8](=[CH:9][CH:10]=[C:2]([CH3:1])[CH:3]=3)[N:7]([CH2:11][CH2:12][CH2:13][C:14]#[CH:15])[C:6]2=[O:16])=[CH:19]1. Conditions: temperature 100 celsius. Procedure: To a clean dry Biotage microwave vial equipped with a stir bar was added the 5-methyl-1-(pent-4-yn-1-yl)indoline-2,3-dione (0.015 grams, 0.066 mmol), 1-(1H-indol-3-yl)ethanone (0.19 grams, 0.12 mmol, purchased from Fisher scientific) and 0.2 mL of methanol. 9.0 μL of dimethyl amine (40% by weight in water) was then added and the solution was placed in a Biotage initiator and heated at 100° C. for thirty minutes. The solution was then concentrated and purified on a Teledyne ISCO using hexanes and... Solvent: CO (methanol). The reactants are ON=C1C(C[C@@H]2CC[C@H]3[C@@H]4CC[C@@H]([C@@]4(C)CC[C@@H]3[C@]2(C1)C)O)=O (2-Hydroxyimino-17β-hydroxy-5α-androstan-3-one), NO.Cl (NH2OH.HCl), CC(=O)[O-].[Na+].O (NaOAc H2O). The solvent is O (H2O). The product is C(C)(=O)O[C@@H]1[C@]2(C)[C@@H](CC1)[C@@H]1CC[C@H]3CC(C(C[C@]3(C)[C@H]1CC2)=NO)=NO (17β-Acetoxy-2,3-dihydroxyimino-5α-androstane). Reaction SMILES: [OH:1][N:2]=[C:3]1[CH2:20][C@@:19]2([CH3:21])[C@@H:6]([CH2:7][CH2:8][C@@H:9]3[C@@H:18]2[CH2:17][CH2:16][C@@:14]2([CH3:15])[C@H:10]3[CH2:11][CH2:12][C@@H:13]2[OH:22])[CH2:5][C:4]1=O.[NH2:24][OH:25].Cl.[CH3:27][C:28]([O-:30])=O.[Na+].O>O>[C:28]([O:22][C@H:13]1[CH2:12][CH2:11][C@H:10]2[C@H:9]3[C@H:18]([CH2:17][CH2:16][C@:14]12[CH3:15])[C@:19]1([CH3:21])[C@H:6]([CH2:5][C:4](=[N:24][OH:25])[C:3](=[N:2][OH:1])[CH2:20]1)[CH2:7][CH2:8]3)(=[O:30])[CH3:27] |f:1.2,3.4.5|. Procedure: A suspension of steroid 7, NH2OH.HCl and NaOAc/H2O was refluxed for 20 minutes. The reaction was cooled to room temperature and poured into H2O. The precipitate was collected by filtration. The resulting solid 8 was washed with H2O and air and dried; wt. 23.4 g. Starting materials: C(C)(=O)C1=C(N)C=C(C(=C1)OC)OC (2-Acetyl-4,5-dimethoxyaniline), aqueous solution, [OH-].[K+] (potassium hydroxide), C1(CC1)C(=O)Cl (cyclopropylcarbonyl chloride), CN(C)C1=NC=CC=C1 (dimethylaminopyridine). Solvent: O1CCCC1 (tetrahydrofuran), O1CCCC1 (tetrahydrofuran), C(C)N(CC)CC (triethylamine). Conditions: time 3 hour. Product: C1(CC1)C(=O)NC1=C(C=C(C(=C1)OC)OC)C(C)=O (N-cyclopropylcarbonyl-2-acetyl-4,5-dimethoxyaniline). The yield is 92.7%. RXN SMILES: [C:1]([C:4]1[CH:10]=[C:9]([O:11][CH3:12])[C:8]([O:13][CH3:14])=[CH:7][C:5]=1[NH2:6])(=[O:3])[CH3:2].CN(C1C=CC=CN=1)C.[CH:24]1([C:27](Cl)=[O:28])[CH2:26][CH2:25]1.[OH-].[K+]>O1CCCC1.C(N(CC)CC)C>[CH:24]1([C:27]([NH:6][C:5]2[CH:7]=[C:8]([O:13][CH3:14])[C:9]([O:11][CH3:12])=[CH:10][C:4]=2[C:1](=[O:3])[CH3:2])=[O:28])[CH2:26][CH2:25]1 |f:3.4|. Procedure details: 2-Acetyl-4,5-dimethoxyaniline (2.0 g) was dissolved in tetrahydrofuran (50 ml), and to the mixture were added triethylamine (2.2 g) and dimethylaminopyridine (400 mg), and then a solution of cyclopropylcarbonyl chloride (1.7 g) in tetrahydrofuran (5 ml). The mixture was stirred at room temperature for 3 hours. After the addition of a 10% aqueous solution of potassium hydroxide, the mixture was stirred and extraction was conducted with chloroform. The extract was washed with saturated saline and ... The reactants are CCOC(C)=O, CCCC=Cc1c(C)nc(C)c(CO)c1-c1ccccc1, CCCCCC. Product: CCCCCc1c(C)nc(C)c(CO)c1-c1ccccc1. As a reaction SMILES: [C:28]([O:29][CH2:30][CH3:31])(=[O:32])[CH3:33].[CH3:1][c:2]1[n:3][c:4]([CH3:21])[c:5]([CH:16]=[CH:17][CH2:18][CH2:19][CH3:20])[c:6](-[c:10]2[cH:11][cH:12][cH:13][cH:14][cH:15]2)[c:7]1[CH2:8][OH:9].[CH3:22][CH2:23][CH2:24][CH2:25][CH2:26][CH3:27]>>[CH3:1][c:2]1[n:3][c:4]([CH3:21])[c:5]([CH2:16][CH2:17][CH2:18][CH2:19][CH3:20])[c:6](-[c:10]2[cH:11][cH:12][cH:13][cH:14][cH:15]2)[c:7]1[CH2:8][OH:9]. As a reaction SMILES: [Cl:2][c:3]1[cH:4][cH:5][c:6]2[c:7]([cH:28]1)[C:8]([c:22]1[cH:23][cH:24][cH:25][cH:26][cH:27]1)=[N:9][CH2:10][c:11]1[n:12]-2[c:13]([CH2:16][O:17][S:18]([CH3:19])(=[O:20])=[O:21])[n:14][n:15]1.[Na:1].[OH:29][CH2:30][CH2:31][OH:32]>>[Cl:2][c:3]1[cH:4][cH:5][c:6]2[c:7]([cH:28]1)[C:8]([c:22]1[cH:23][cH:24][cH:25][cH:26][cH:27]1)=[N:9][CH2:10][c:11]1[n:12]-2[c:13]([CH2:16][O:17][CH2:31][CH2:30][OH:29])[n:14][n:15]1. Yields the product OCCOCc1nnc2n1-c1ccc(Cl)cc1C(c1ccccc1)=NC2. Starting materials: CS(=O)(=O)OCc1nnc2n1-c1ccc(Cl)cc1C(c1ccccc1)=NC2, [Na], OCCO. Starting materials: O (water), [BH4-].[Li+] (lithium borohydride), CO (methanol), CC1(COC2=C1C=CC(=C2)C(=O)OC)C (methyl 3,3-dimethyl-2,3-dihydro-1-benzofuran-6-carboxylate). The solvent is O1CCCC1 (tetrahydrofuran). Conditions: time 1 hour. Product: CC1(COC2=C1C=CC(=C2)CO)C ((3,3-dimethyl-2,3-dihydro-1-benzofuran-6-yl)methanol). Yield: 101.5%. As a reaction SMILES: [CH3:1][C:2]1([CH3:15])[C:6]2[CH:7]=[CH:8][C:9]([C:11](OC)=[O:12])=[CH:10][C:5]=2[O:4][CH2:3]1.[BH4-].[Li+].CO.O>O1CCCC1>[CH3:1][C:2]1([CH3:15])[C:6]2[CH:7]=[CH:8][C:9]([CH2:11][OH:12])=[CH:10][C:5]=2[O:4][CH2:3]1 |f:1.2|. Procedure: To a solution of methyl 3,3-dimethyl-2,3-dihydro-1-benzofuran-6-carboxylate (44 mg, 0.21 mmol) prepared in the method of US2009/105209 in tetrahydrofuran (1.5 mL) were added lithium borohydride (23 mg, 1.07 mmol) and methanol (43 μL, 1.07 mmol) at 0° C., and the mixture was stirred at room temperature for 1 hour. To the reaction solution was added water, and the mixture was extracted with ethyl acetate twice. The organic layer was combined, washed with water and saturated brine, dried over anhyd...